Dataset: the Open Reaction Database (ORD), a public repository of structured organic reaction records. Task: describe an organic reaction: reactants, conditions, products, and yield The reactants are BrC1=C(CN2C(=CC3=C(C=C4C(=C23)CCC4)OC)C)C=CC=C1 (1-(2-bromobenzyl)-2-methyl-4-methoxy-1,6,7,8-tetrahydrocyclopent[g]indole), C([O-])([O-])=O.[Cs+].[Cs+] (cesium carbonate), BrCC(=O)OC (methyl bromoacetate), B(Br)(Br)Br (boron tribromide). The solvent is C(Cl)Cl (methylene chloride), CO (methanol), C([O-])(O)=O.[Na+] (sodium bicarbonate). Run at temperature -10 celsius. Yields the product methylene chloride hexanes, COC(COC1=C2C=C(N(C2=C2C(=C1)CCC2)CC2=C(C=CC=C2)Br)C)=O (2-[(2-methyl-1-(2-bromobenzyl)-1,6,7,8-tetrahydrocyclopent[g]indol-4-yl)oxy]acetic acid methyl ester). The yield is 82.8%. As a reaction SMILES: [Br:1][C:2]1[CH:23]=[CH:22][CH:21]=[CH:20][C:3]=1[CH2:4][N:5]1[C:13]2[C:8](=[C:9]([O:17][CH3:18])[CH:10]=[C:11]3[CH2:16][CH2:15][CH2:14][C:12]3=2)[CH:7]=[C:6]1[CH3:19].B(Br)(Br)Br.C(=O)([O-])[O-].[Cs+].[Cs+].BrC[C:36]([O:38][CH3:39])=[O:37]>C(Cl)Cl.CO.C(=O)(O)[O-].[Na+]>[CH3:39][O:38][C:36](=[O:37])[CH2:18][O:17][C:9]1[CH:10]=[C:11]2[CH2:16][CH2:15][CH2:14][C:12]2=[C:13]2[C:8]=1[CH:7]=[C:6]([CH3:19])[N:5]2[CH2:4][C:3]1[CH:20]=[CH:21][CH:22]=[CH:23][C:2]=1[Br:1] |f:2.3.4,8.9|. Procedure details: A solution of 1-(2-bromobenzyl)-2-methyl-4-methoxy-1,6,7,8-tetrahydrocyclopent[g]indole (1.28 g, 3.40 mmol) in methylene chloride (20 mL) was cooled in an ice/methanol bath and treated with boron tribromide (0.65 mL, 6.9 mmol). The mixture was warmed to −10° C. over 1.5 h then diluted with methanol (2 mL) and excess saturated aqueous sodium bicarbonate solution. The aqueous layer was separated and extracted with a fresh portion of methylene chloride. The combined methylene chloride layers were w...